Dataset: the Open Reaction Database (ORD), a public repository of structured organic reaction records. Task: describe an organic reaction: reactants, conditions, products, and yield Run in C(O)CN (ethanolamine). The yield is 95.3%. RXN SMILES: [Br:1][C:2]1[CH:7]=[CH:6][C:5]([CH:8]=[CH:9][CH2:10][O:11][N:12]2C(=O)C3=CC=CC=C3C2=O)=[CH:4][CH:3]=1.ClCCl>C(CN)O>[Br:1][C:2]1[CH:3]=[CH:4][C:5]([CH:8]=[CH:9][CH2:10][O:11][NH2:12])=[CH:6][CH:7]=1. Starting materials: BrC1=CC=C(C=C1)C=CCON1C(C=2C(C1=O)=CC=CC2)=O (N-[3-(4-bromophenyl)-prop-2-enyloxy]phthalimide), ClCCl (dichloromethane). Yields the product BrC1=CC=C(C=C1)C=CCON (3-(4-Bromophenyl)-prop-2-enyloxyamine). Reaction conditions: temperature 30 celsius, time 2 hour. Reported procedure: 33.4 g (0.093 mol) of N-[3-(4-bromophenyl)-prop-2-enyloxy]phthalimide were introduced a little at a time in 50 ml of ethanolamine; the temperature increased to 30° C. during this procedure. Stirring was carried out for two hours at 60° C., after which the mixture was allowed to cool and 200 ml of dichloromethane were added. Extraction was effected by shaking with ice water. The organic phase was dried and evaporated down and the residue was crystallized from petroleum ether. Yield: 95.3%; m.p.: ... Reactants: Cn1cnc(CN)c1, Cl, CCc1cnn(C2CC(n3cnc4c(NCC(c5ccccc5)c5ccccc5)nc(N5CCC(N)C5)nc43)C(O)C2O)n1, CCc1nnn(C2CC(n3cnc4c(NCC(c5ccccc5)c5ccccc5)nc(N5CCC(NC(=O)NCc6ccccn6)C5)nc43)C(O)C2O)n1. The product is Cl, CCc1cnn(C2CC(n3cnc4c(NCC(c5ccccc5)c5ccccc5)nc(N5CCC(NC(=O)NCc6cn(C)cn6)C5)nc43)C(O)C2O)n1. RXN SMILES: [CH3:100][n:101]1[cH:102][n:103][c:104]([CH2:106][NH2:107])[cH:105]1.[ClH:45].[NH2:1][CH:2]1[CH2:3][N:4]([c:7]2[n:8][c:9]([NH:30][CH2:31][CH:32]([c:33]3[cH:34][cH:35][cH:36][cH:37][cH:38]3)[c:39]3[cH:40][cH:41][cH:42][cH:43][cH:44]3)[c:10]3[n:11][cH:12][n:13]([CH:16]4[CH:17]([OH:29])[CH:18]([OH:28])[CH:19]([n:21]5[n:22][cH:23][c:24]([CH2:26][CH3:27])[n:25]5)[CH2:20]4)[c:14]3[n:15]2)[CH2:5][CH2:6]1.[c:46]1([CH:47]([c:48]2[cH:49][cH:50][cH:51][cH:52][cH:53]2)[CH2:54][NH:55][c:56]2[n:57][c:58]([N:59]3[CH2:60][CH2:61][CH:62]([NH:63][C:70]([NH:64][CH2:65][c:66]4[cH:67][cH:68][cH:69][cH:72][n:73]4)=[O:71])[CH2:74]3)[n:75][c:76]3[c:77]2[n:78][cH:79][n:80]3[CH:81]2[CH2:82][CH:83]([n:84]3[n:85][n:86][c:87]([CH2:88][CH3:89])[n:90]3)[CH:91]([OH:92])[CH:93]2[OH:94])[cH:95][cH:96][cH:97][cH:98][cH:99]1>>[ClH:45].[NH:1]([CH:2]1[CH2:3][N:4]([c:7]2[n:8][c:9]([NH:30][CH2:31][CH:32]([c:33]3[cH:34][cH:35][cH:36][cH:37][cH:38]3)[c:39]3[cH:40][cH:41][cH:42][cH:43][cH:44]3)[c:10]3[n:11][cH:12][n:13]([CH:16]4[CH:17]([OH:29])[CH:18]([OH:28])[CH:19]([n:21]5[n:22][cH:23][c:24]([CH2:26][CH3:27])[n:25]5)[CH2:20]4)[c:14]3[n:15]2)[CH2:5][CH2:6]1)[C:70](=[O:71])[NH:107][CH2:106][c:104]1[n:103][cH:102][n:101]([CH3:100])[cH:105]1. Reactants: CC(=O)O[BH-](OC(C)=O)OC(C)=O, CC(=O)O, CO, CC(C)C=O, COC(=O)C1CC(N)CN(C(=O)OC(C)(C)C)C1, [Na+]. Yields the product COC(=O)C1CC(NCC(C)C)CN(C(=O)OC(C)(C)C)C1. Reaction SMILES: [C:28]([O:29][BH-:30]([O:31][C:32](=[O:33])[CH3:34])[O:35][C:36](=[O:37])[CH3:38])(=[O:39])[CH3:40].[CH3:24][C:25](=[O:26])[OH:27].[CH3:42][OH:43].[CH:19]([CH:20]([CH3:21])[CH3:22])=[O:23].[NH2:1][CH:2]1[CH2:3][CH:4]([C:15](=[O:16])[O:17][CH3:18])[CH2:5][N:6]([C:8](=[O:9])[O:10][C:11]([CH3:12])([CH3:13])[CH3:14])[CH2:7]1.[Na+:41]>>[NH:1]([CH:2]1[CH2:3][CH:4]([C:15](=[O:16])[O:17][CH3:18])[CH2:5][N:6]([C:8](=[O:9])[O:10][C:11]([CH3:12])([CH3:13])[CH3:14])[CH2:7]1)[CH2:19][CH:20]([CH3:21])[CH3:22]. Reactants: C(O)([O-])=O.[Na+] (sodium hydrogencarbonate), C(#N)[BH3-].[Na+] (Sodium cyanoborohydride), OC1=CC=C(C=C1)N1CCNCC1 (4-(4-hydroxyphenyl)piperazine), FC(OC1=CC=C(C=O)C=C1)(F)F (4-trifluoromethoxy benzaldehyde). Run in C(Cl)Cl (methylene chloride), C(C)(=O)O (acetic acid), CO (methanol), C(Cl)Cl (methylene chloride). Reaction conditions: time 2 hour. Yields the product FC(OC1=CC=C(CN2CCN(CC2)C2=CC=C(C=C2)O)C=C1)(F)F (4-[4-(4-trifluoromethoxybenzyl)piperazin-1-yl]phenol). Isolated yield 56.8%. Reaction SMILES: [OH:1][C:2]1[CH:7]=[CH:6][C:5]([N:8]2[CH2:13][CH2:12][NH:11][CH2:10][CH2:9]2)=[CH:4][CH:3]=1.[F:14][C:15]([F:26])([F:25])[O:16][C:17]1[CH:24]=[CH:23][C:20]([CH:21]=O)=[CH:19][CH:18]=1.C([BH3-])#N.[Na+].C(=O)([O-])O.[Na+]>CO.C(Cl)Cl.C(O)(=O)C>[F:14][C:15]([F:25])([F:26])[O:16][C:17]1[CH:24]=[CH:23][C:20]([CH2:21][N:11]2[CH2:12][CH2:13][N:8]([C:5]3[CH:4]=[CH:3][C:2]([OH:1])=[CH:7][CH:6]=3)[CH2:9][CH2:10]2)=[CH:19][CH:18]=1 |f:2.3,4.5|. Procedure details: 4-(4-hydroxyphenyl)piperazine (3 g, 16.8 mmol) and 4-trifluoromethoxy benzaldehyde (3.36 g, 17.7 mmol) were dissolved in methanol (60 ml) and methylene chloride (15 ml). Sodium cyanoborohydride (1.59 g, 25.3 mmol) and-acetic acid (1.6 ml) were added to this solution while cooling in an ice-bath, and the mixture was stirred for 2 hours. Saturated sodium hydrogencarbonate aqueous solution and methylene chloride were added to the reaction mixture, which was extracted with methylene chloride. The ex... Reactants: Example 62 ( a ), COC(C(CC1=CC=C(C=C1)O)OCC(F)(F)F)=O (3-(4-hydroxyphenyl)-2-(2,2,2-trifluoroethoxy)propanoic acid methyl ester), C(C)(C)(C)OC(NC1=CC=C(C=C1)CCO)=O (4-(2-hydroxyethyl)phenylcarbamic acid tert-butyl ester). Yields the product COC(C(CC1=CC=C(C=C1)OCCC1=CC=C(C=C1)NC(=O)OC(C)(C)C)OCC(F)(F)F)=O (3-[4-(2-{4-tert-Butoxycarbonylaminophenyl}ethoxy)phenyl]-2-(2,2,2-trifluoroethoxy)propanoic acid methyl ester). Reaction SMILES: [CH3:1][O:2][C:3](=[O:19])[CH:4]([O:13][CH2:14][C:15]([F:18])([F:17])[F:16])[CH2:5][C:6]1[CH:11]=[CH:10][C:9]([OH:12])=[CH:8][CH:7]=1.[C:20]([O:24][C:25](=[O:36])[NH:26][C:27]1[CH:32]=[CH:31][C:30]([CH2:33][CH2:34]O)=[CH:29][CH:28]=1)([CH3:23])([CH3:22])[CH3:21]>>[CH3:1][O:2][C:3](=[O:19])[CH:4]([O:13][CH2:14][C:15]([F:16])([F:18])[F:17])[CH2:5][C:6]1[CH:7]=[CH:8][C:9]([O:12][CH2:34][CH2:33][C:30]2[CH:29]=[CH:28][C:27]([NH:26][C:25]([O:24][C:20]([CH3:21])([CH3:23])[CH3:22])=[O:36])=[CH:32][CH:31]=2)=[CH:10][CH:11]=1. Reported procedure: 3-[4-(2-{4-tert-Butoxycarbonylaminophenyl}ethoxy)phenyl]-2-(2,2,2-trifluoroethoxy)propanoic acid methyl ester was synthesized using the same method as in Example 62 (a) from 3-(4-hydroxyphenyl)-2-(2,2,2-trifluoroethoxy)propanoic acid methyl ester and 4-(2-hydroxyethyl)phenylcarbamic acid tert-butyl ester(described in Example 38b. The reactants are CN(C)C=O, C(=NC1CCCCC1)=NC1CCCCC1, N#CC(CCN1CCC(C(=O)O)(c2ccccc2)CC1)(c1ccccc1)c1ccccc1, O=C1CCC(=O)N1O. Yields the product N#CC(CCN1CCC(C(=O)ON2C(=O)CCC2=O)(c2ccccc2)CC1)(c1ccccc1)c1ccccc1. Reaction SMILES: [CH3:56][N:57]([CH3:58])[CH:59]=[O:60].[CH:41]1([N:42]=[C:43]=[N:44][CH:45]2[CH2:46][CH2:47][CH2:48][CH2:49][CH2:50]2)[CH2:51][CH2:52][CH2:53][CH2:54][CH2:55]1.[OH:1][C:2](=[O:3])[C:4]1([c:27]2[cH:28][cH:29][cH:30][cH:31][cH:32]2)[CH2:5][CH2:6][N:7]([CH2:10][CH2:11][C:12]([C:13]#[N:14])([c:15]2[cH:16][cH:17][cH:18][cH:19][cH:20]2)[c:21]2[cH:22][cH:23][cH:24][cH:25][cH:26]2)[CH2:8][CH2:9]1.[OH:33][N:34]1[C:35](=[O:40])[CH2:36][CH2:37][C:38]1=[O:39]>>[O:1]([C:2](=[O:3])[C:4]1([c:27]2[cH:28][cH:29][cH:30][cH:31][cH:32]2)[CH2:5][CH2:6][N:7]([CH2:10][CH2:11][C:12]([C:13]#[N:14])([c:15]2[cH:16][cH:17][cH:18][cH:19][cH:20]2)[c:21]2[cH:22][cH:23][cH:24][cH:25][cH:26]2)[CH2:8][CH2:9]1)[N:34]1[C:35](=[O:40])[CH2:36][CH2:37][C:38]1=[O:39]. Reactants: CC(C)(C)OC(=O)NCC(=O)Nc1cccc(NC(=O)C(=O)N2CCC(Cc3ccccc3)CC2)c1, CCOC(C)=O, Cl. The product is Cl, NCC(=O)Nc1cccc(NC(=O)C(=O)N2CCC(Cc3ccccc3)CC2)c1. RXN SMILES: [C:1]([O:2][C:3](=[O:4])[NH:7][CH2:8][C:9]([NH:10][c:11]1[cH:12][c:13]([NH:17][C:18]([C:19](=[O:20])[N:21]2[CH2:22][CH2:23][CH:24]([CH2:27][c:28]3[cH:29][cH:30][cH:31][cH:32][cH:33]3)[CH2:25][CH2:26]2)=[O:34])[cH:14][cH:15][cH:16]1)=[O:35])([CH3:5])([CH3:6])[CH3:36].[CH3:38][CH2:39][O:40][C:41](=[O:42])[CH3:43].[ClH:37]>>[ClH:37].[NH2:7][CH2:8][C:9]([NH:10][c:11]1[cH:12][c:13]([NH:17][C:18]([C:19](=[O:20])[N:21]2[CH2:22][CH2:23][CH:24]([CH2:27][c:28]3[cH:29][cH:30][cH:31][cH:32][cH:33]3)[CH2:25][CH2:26]2)=[O:34])[cH:14][cH:15][cH:16]1)=[O:35]. The reactants are BrC=1C(N(C(=CC1OCC1=C(C=C(C=C1)F)F)C)CC1=NC=C(N=C1)CO)=O (3-Bromo-4-[(2,4-difluorobenzyl)oxy]-1-{[5-(hydroxymethyl)pyrazin-2-yl]methyl}-6-methylpyridin-2(1H)-one), [H-].[Na+] (NaH), COCCBr (2-Methoxyethyl bromide). Run in CC(=O)N(C)C (dimethyl acetamide). Reaction conditions: time 15 minute. Yields the product BrC=1C(N(C(=CC1OCC1=C(C=C(C=C1)F)F)C)CC1=NC=C(N=C1)COCCOC)=O (3-Bromo-4-[(2,4-difluorobenzyl)oxy]-1-({5-[(2-methoxyethoxy)methyl]pyrazin-2-yl}methyl)-6-methylpyridin-2(1H)-one). Yield: 80.0%. RXN SMILES: [Br:1][C:2]1[C:3](=[O:28])[N:4]([CH2:19][C:20]2[CH:25]=[N:24][C:23]([CH2:26][OH:27])=[CH:22][N:21]=2)[C:5]([CH3:18])=[CH:6][C:7]=1[O:8][CH2:9][C:10]1[CH:15]=[CH:14][C:13]([F:16])=[CH:12][C:11]=1[F:17].[H-].[Na+].[CH3:31][O:32][CH2:33][CH2:34]Br>CC(N(C)C)=O>[Br:1][C:2]1[C:3](=[O:28])[N:4]([CH2:19][C:20]2[CH:25]=[N:24][C:23]([CH2:26][O:27][CH2:34][CH2:33][O:32][CH3:31])=[CH:22][N:21]=2)[C:5]([CH3:18])=[CH:6][C:7]=1[O:8][CH2:9][C:10]1[CH:15]=[CH:14][C:13]([F:16])=[CH:12][C:11]=1[F:17] |f:1.2|. Procedure: To a solution of 3-Bromo-4-[(2,4-difluorobenzyl)oxy]-1-{[5-(hydroxymethyl)pyrazin-2-yl]methyl}-6-methylpyridin-2(1H)-one (0.25 g, 0.00055 mol) in dimethyl acetamide at 0° C., was added NaH (0.016 g, 0.00067 mol) and stirred for 15 min. 2-Methoxyethyl bromide (0.09 g, 0.00-65 mol) was then added, and the mixture was stirred at room temperature for 6 h. Dimethylacetamide was distilled in vacuo and the product was purified by reverse-phase HPLC using 10-90% acetonitrile/water gradient (30 min) at a... The reactants are enolate, [N+](=O)([O-])C1=CC=C(CBr)C=C1 (p-nitrobenzyl bromide), C(C)(C)NC(C)C (diisopropylamine), C(CCC)[Li] (n-butyllithium), solution, C1(CCCCC1)=O (Cyclohexanone). Solvent: C1CCOC1 (THF), C1CCOC1 (THF), CCCCCC (hexane), C1CCOC1 (THF). Conditions: temperature -78 celsius, time 15 minute. Yields the product [N+](=O)([O-])C1=CC=C(C=C1)CC1C(CCCC1)=O (2-(4'-Nitrophenyl)methylcyclohexan-1-one). Isolated yield 63.0%. As a reaction SMILES: C(NC(C)C)(C)C.C([Li])CCC.[C:13]1(=[O:19])[CH2:18][CH2:17][CH2:16][CH2:15][CH2:14]1.[N+:20]([C:23]1[CH:30]=[CH:29][C:26]([CH2:27]Br)=[CH:25][CH:24]=1)([O-:22])=[O:21]>C1COCC1.CCCCCC>[N+:20]([C:23]1[CH:30]=[CH:29][C:26]([CH2:27][CH:14]2[CH2:15][CH2:16][CH2:17][CH2:18][C:13]2=[O:19])=[CH:25][CH:24]=1)([O-:22])=[O:21]. Procedure details: To a solution of diisopropylamine (342 μL, 2.45 mmol, 1.2 equiv) in 5 mL of anhydrous THF at 0° C. was added n-butyllithium (1.63 mL of a 1.6M solution in hexane), and the mixture was stirred at this temperature for 15 minutes before cooling to -78 ° C. Cyclohexanone (221 μL, 2.04 mmol, 1.0 equiv) in 2 mL of anhydrous THF was then added dropwise, stirred at -78 ° C. for 1 h followed by p-nitrobenzyl bromide (880 me, 4.08 mmol, 2.00 equiv) in 2 mL of THF, added dropwise to the resulting enolate. ... The reactants are CC(COC1=CC=C(C=C1)OC1=CC(=CC(=C1)F)F)O (1-methyl-2-[4-(3,5-difluorophenoxy)phenoxy]ethanol), FC1=NC=CC=C1 (2-Fluoropyridine), [H-].[Na+] (sodium hydride), [H][H] (hydrogen). The solvent is CN(C=O)C (dimethylformamide), O (water), CN(C=O)C (dimethylformamide). Yields the product CC(COC1=CC=C(C=C1)OC1=CC(=CC(=C1)F)F)OC1=NC=CC=C1 (2-{1-methyl-2-[4-(3,5-difluorophenoxy)phenoxy]ethoxy}pyridine). The yield is 72.2%. RXN SMILES: [H-].[Na+].[CH3:3][CH:4]([OH:22])[CH2:5][O:6][C:7]1[CH:12]=[CH:11][C:10]([O:13][C:14]2[CH:19]=[C:18]([F:20])[CH:17]=[C:16]([F:21])[CH:15]=2)=[CH:9][CH:8]=1.[H][H].F[C:26]1[CH:31]=[CH:30][CH:29]=[CH:28][N:27]=1>CN(C)C=O.O>[CH3:3][CH:4]([O:22][C:26]1[CH:31]=[CH:30][CH:29]=[CH:28][N:27]=1)[CH2:5][O:6][C:7]1[CH:8]=[CH:9][C:10]([O:13][C:14]2[CH:15]=[C:16]([F:21])[CH:17]=[C:18]([F:20])[CH:19]=2)=[CH:11][CH:12]=1 |f:0.1|. Procedure details: To a suspension of sodium hydride (20 mg, 0.5 mmol; 60% in oil) in dimethylformamide (1 ml), a solution of 1-methyl-2-[4-(3,5-difluorophenoxy)phenoxy]ethanol (140 mg, 0.5 mmol) in dimethylformamide (1 ml) was dropwise added with stirring, and stirring was continued at room temperature until the generation of hydrogen gas ceased. 2-Fluoropyridine (97 mg, 1.0 mmol) was dropwise added thereto, and the mixture was stirred at room temperature overnight. The reaction mixture was poured into water (40 ...